Task: describe an organic reaction: reactants, conditions, products, and yield. Dataset: the Open Reaction Database (ORD), a public repository of structured organic reaction records Starting materials: BrC=1C=C(C2=C(CCO2)C1)C(CC(C(F)(F)F)=O)(C)C (4-(5-bromo-2,3-dihydrobenzofuran-7-yl)-1,1,1-trifluoro-4-methylpentan-2-one), CN(C)C=O (DMF). The reagents and catalysts are [C-]#N.[Zn+2].[C-]#N (zinc cyanide), C=1C=CC(=CC1)[P](C=2C=CC=CC2)(C=3C=CC=CC3)[Pd]([P](C=4C=CC=CC4)(C=5C=CC=CC5)C=6C=CC=CC6)([P](C=7C=CC=CC7)(C=8C=CC=CC8)C=9C=CC=CC9)[P](C=1C=CC=CC1)(C=1C=CC=CC1)C=1C=CC=CC1 (tetrakis(triphenylphosphine)palladium(0)). Solvent: [Cl-].[NH4+] (ammonium chloride). Run at temperature 130 celsius, time 36 hour. Yields the product FC(C(CC(C)(C)C1=CC(=CC=2CCOC21)C#N)=O)(F)F (7-(4,4,4-trifluoro-1,1-dimethyl-3-oxobutyl)-2,3-dihydrobenzofuran-5-carbonitrile). The yield is 60.0%. As a reaction SMILES: Br[C:2]1[CH:3]=[C:4]([C:11]([CH3:20])([CH3:19])[CH2:12][C:13](=[O:18])[C:14]([F:17])([F:16])[F:15])[C:5]2[O:9][CH2:8][CH2:7][C:6]=2[CH:10]=1.[CH3:21][N:22](C=O)C>[Cl-].[NH4+].[C-]#N.[Zn+2].[C-]#N.C1C=CC([P]([Pd]([P](C2C=CC=CC=2)(C2C=CC=CC=2)C2C=CC=CC=2)([P](C2C=CC=CC=2)(C2C=CC=CC=2)C2C=CC=CC=2)[P](C2C=CC=CC=2)(C2C=CC=CC=2)C2C=CC=CC=2)(C2C=CC=CC=2)C2C=CC=CC=2)=CC=1>[F:15][C:14]([F:17])([F:16])[C:13](=[O:18])[CH2:12][C:11]([C:4]1[C:5]2[O:9][CH2:8][CH2:7][C:6]=2[CH:10]=[C:2]([C:21]#[N:22])[CH:3]=1)([CH3:20])[CH3:19] |f:2.3,4.5.6,^1:36,38,57,76|. Procedure: A mixture of 201 mg (0.57 mmol) of the above 4-(5-bromo-2,3-dihydrobenzofuran-7-yl)-1,1,1-trifluoro-4-methylpentan-2-one, 144 mg (1.22 mmol) of zinc cyanide and 24 mg (0.021 mmol) of tetrakis(triphenylphosphine)palladium(0) in 2 mL of DMF was warmed at 130° C. After 36 hours, the mixture was cooled, diluted with 10 mL of saturated aqueous ammonium chloride, and extracted with three 7 mL portions EtOAc. The combined organic layers were washed with three 7 mL portions of brine, dried over magnesiu... Starting materials: CC(C)(C)[Si](C)(C)OC1CCCN(c2ccc(C(F)(F)F)cc2[N+](=O)[O-])C1, CO, [H][H], [Pd]. Product: CC(C)(C)[Si](C)(C)OC1CCCN(c2ccc(C(F)(F)F)cc2N)C1. As a reaction SMILES: [C:1]([CH3:2])([CH3:3])([CH3:4])[Si:5]([O:6][CH:7]1[CH2:8][N:9]([c:13]2[c:14]([N+:23]([O-:24])=[O:25])[cH:15][c:16]([C:19]([F:20])([F:21])[F:22])[cH:17][cH:18]2)[CH2:10][CH2:11][CH2:12]1)([CH3:26])[CH3:27].[CH3:31][OH:32].[H:28][H:29].[Pd:30]>>[C:1]([CH3:2])([CH3:3])([CH3:4])[Si:5]([O:6][CH:7]1[CH2:8][N:9]([c:13]2[c:14]([NH2:23])[cH:15][c:16]([C:19]([F:20])([F:21])[F:22])[cH:17][cH:18]2)[CH2:10][CH2:11][CH2:12]1)([CH3:26])[CH3:27]. Starting materials: CC1=NC=C(C(=C1O)CO)CCl (2-methyl-3-hydroxy-4-hydroxymethyl-5-chloromethylpyridine), C(Cl)(Cl)Cl (chloroform), N1=CC=CC=C1 (pyridine), C(=O)(Cl)Cl (phosgene). Run in C1=CC=CC=C1 (benzene). Reaction conditions: time 8 hour. The product is ClCC1=C2C(=C(N=C1)C)OC(OC2)=O (5-chloromethyl-8-methyl-2-oxo-4H-m-dioxino[4,5-c]pyridine). RXN SMILES: [CH3:1][C:2]1[C:7]([OH:8])=[C:6]([CH2:9][OH:10])[C:5]([CH2:11][Cl:12])=[CH:4][N:3]=1.C(Cl)(Cl)Cl.N1C=CC=CC=1.[C:23](Cl)(Cl)=[O:24]>C1C=CC=CC=1>[Cl:12][CH2:11][C:5]1[CH:4]=[N:3][C:2]([CH3:1])=[C:7]2[O:8][C:23](=[O:24])[O:10][CH2:9][C:6]=12. Procedure details: To a mixture of 0.01 mole of 2-methyl-3-hydroxy-4-hydroxymethyl-5-chloromethylpyridine in 50 ml. chloroform and 50 ml. pyridine is added at 0°-5°C. a solution of 0.011 moles of phosgene in benzene. The reaction mixture is allowed to warm to room temperature and is stirred overnight. The reaction mixture is then concentrated in vacuo and excess saturated sodium bicarbonate solution is added. The resulting solid is collected by filtration. Chromatography on silica gel and elution with methanol in ... Reactants: Cl.C(C)OC1=C(OCCNC(C(O)C=2C=CC(=C(C2)S(=O)(=O)N)OC)C)C=CC=C1 (5-{2-[2-(2-ethoxyphenoxy)ethylamino]-1-hydroxy-2-methylethyl}-2-methoxybenzenesulfonamide hydrochloride), S(=O)(Cl)Cl (thionyl chloride). The solvent is C(C)#N (acetonitrile). Run at time 2 day. The product is Cl.ClC(C(C)NCCOC1=C(C=CC=C1)OCC)C=1C=CC(=C(C1)S(=O)(=O)N)OC (5-{1-chloro-2-[2-(2-ethoxyphenoxy)ethylamino]-2-methylethyl}-2-methoxybenzenesulfonamide hydrochloride). Yield: 84.8%. As a reaction SMILES: [ClH:1].[CH2:2]([O:4][C:5]1[CH:30]=[CH:29][CH:28]=[CH:27][C:6]=1[O:7][CH2:8][CH2:9][NH:10][CH:11]([CH3:26])[CH:12]([C:14]1[CH:15]=[CH:16][C:17]([O:24][CH3:25])=[C:18]([S:20]([NH2:23])(=[O:22])=[O:21])[CH:19]=1)O)[CH3:3].S(Cl)([Cl:33])=O>C(#N)C>[ClH:33].[Cl:1][CH:12]([C:14]1[CH:15]=[CH:16][C:17]([O:24][CH3:25])=[C:18]([S:20]([NH2:23])(=[O:22])=[O:21])[CH:19]=1)[CH:11]([NH:10][CH2:9][CH2:8][O:7][C:6]1[CH:27]=[CH:28][CH:29]=[CH:30][C:5]=1[O:4][CH2:2][CH3:3])[CH3:26] |f:0.1,4.5|. Procedure details: In 1,000 ml of acetonitrile was suspended 17 g of 5-{2-[2-(2-ethoxyphenoxy)ethylamino]-1-hydroxy-2-methylethyl}-2-methoxybenzenesulfonamide hydrochloride and while stirring the suspension, 9 g of thionyl chloride was added dropwise to the suspension at room temperature, whereby the product first dissolved and then began to crystallize gradually. After stirring the mixture for two days, the crystals formed were recovered by filtration, washed with chloroform and dried to provide 15 g of 5-{1-chlo...